This data is from the Open Reaction Database (ORD), a public repository of structured organic reaction records. The task is: describe an organic reaction: reactants, conditions, products, and yield The reactants are O.[OH-].[Li+] (Lithium hydroxide hydrate), COC(=O)C1=C(C2=C(OC(O2)(C2=CC=CC=C2)C2=CC=CC=C2)C(=C1)Br)Cl (7-Bromo-4-chloro-2,2-diphenyl-benzo[1,3]dioxole-5-carboxylic acid methyl ester), CO (methanol). The solvent is O (water), C1CCOC1 (THF). Yields the product BrC1=CC(=C(C2=C1OC(O2)(C2=CC=CC=C2)C2=CC=CC=C2)Cl)C(=O)O (7-bromo-4-chloro-2,2-diphenyl-benzo[1,3]dioxole-5-carboxylic acid). RXN SMILES: C[O:2][C:3]([C:5]1[CH:25]=[C:24]([Br:26])[C:8]2[O:9][C:10]([C:18]3[CH:23]=[CH:22][CH:21]=[CH:20][CH:19]=3)([C:12]3[CH:17]=[CH:16][CH:15]=[CH:14][CH:13]=3)[O:11][C:7]=2[C:6]=1[Cl:27])=[O:4].O.[OH-].[Li+].CO>C1COCC1.O>[Br:26][C:24]1[C:8]2[O:9][C:10]([C:18]3[CH:23]=[CH:22][CH:21]=[CH:20][CH:19]=3)([C:12]3[CH:13]=[CH:14][CH:15]=[CH:16][CH:17]=3)[O:11][C:7]=2[C:6]([Cl:27])=[C:5]([C:3]([OH:4])=[O:2])[CH:25]=1 |f:1.2.3|. Procedure details: 7-Bromo-4-chloro-2,2-diphenyl-benzo[1,3]dioxole-5-carboxylic acid methyl ester (520 mg, 1.16 mmol) is dissolved in THF (6 ml). Lithium hydroxide hydrate (190 mg, 4.64 mmol) in water (6 ml) is added. After addition of methanol (2 ml) the reaction is heated to reflux for 5 hours. After cooling the organic solvents are evaporated and the reaction is diluted with water, acidified with 1N aqueous HCl solution and extracted with ethyl acetate. The combined organic layers are washed with brine, dired o...